This data is from the Open Reaction Database (ORD), a public repository of structured organic reaction records. The task is: describe an organic reaction: reactants, conditions, products, and yield The reactants are CCOC(=O)c1cc(-c2cccc(Cl)c2)c(OCCO)c(-c2cccc(Cl)c2)c1, C1CCOC1, CCO, [K+], [OH-]. The product is O=C(O)c1cc(-c2cccc(Cl)c2)c(OCCO)c(-c2cccc(Cl)c2)c1. RXN SMILES: [CH2:1]([CH3:2])[O:3][C:4]([c:5]1[cH:6][c:7](-[c:22]2[cH:23][c:24]([Cl:28])[cH:25][cH:26][cH:27]2)[c:8]([O:18][CH2:19][CH2:20][OH:21])[c:9](-[c:11]2[cH:12][c:13]([Cl:17])[cH:14][cH:15][cH:16]2)[cH:10]1)=[O:29].[CH2:30]1[O:31][CH2:32][CH2:33][CH2:34]1.[CH3:35][CH2:36][OH:37].[K+:39].[OH-:38]>>[O:3]=[C:4]([c:5]1[cH:6][c:7](-[c:22]2[cH:23][c:24]([Cl:28])[cH:25][cH:26][cH:27]2)[c:8]([O:18][CH2:19][CH2:20][OH:21])[c:9](-[c:11]2[cH:12][c:13]([Cl:17])[cH:14][cH:15][cH:16]2)[cH:10]1)[OH:29]. The reactants are ClC1=C(C(=O)O)C=CC(=C1CO)S(=O)(=O)C (2-chloro-3-hydroxymethyl-4-methanesulfonyl benzoic acid), C(C)(=O)OC(C)=O (acetic anhydride). The product is C(C)(=O)OCC=1C(=C(C(=O)O)C=CC1S(=O)(=O)C)Cl (3-acetoxymethyl-2-chloro-4-methanesulfonylbenzoic acid). Reaction SMILES: [Cl:1][C:2]1[C:10]([CH2:11][OH:12])=[C:9]([S:13]([CH3:16])(=[O:15])=[O:14])[CH:8]=[CH:7][C:3]=1[C:4]([OH:6])=[O:5].[C:17](OC(=O)C)(=[O:19])[CH3:18]>>[C:17]([O:12][CH2:11][C:10]1[C:2]([Cl:1])=[C:3]([CH:7]=[CH:8][C:9]=1[S:13]([CH3:16])(=[O:15])=[O:14])[C:4]([OH:6])=[O:5])(=[O:19])[CH3:18]. Procedure: 1.3 g of 2-chloro-3-hydroxymethyl-4-methanesulfonyl benzoic acid and 30 ml of acetic anhydride, was refluxed for 3 hours under heating. The reaction mixture was concentrated under reduced pressure. Then, 50 ml of water was added thereto and warmed for 1 hour. Precipitated solid was collected by filtration, washed with water and dried to obtain 1.35 g of the desired product. Melting point: 219°-223° C. Starting materials: CCCC(=O)Cl, CCOC(C)=O, Cc1ccc(-c2nc3cc(N)ccc3[nH]2)cc1, c1ccncc1. The product is CCCC(=O)Nc1ccc2[nH]c(-c3ccc(C)cc3)nc2c1. RXN SMILES: [C:18]([CH2:19][CH2:20][CH3:21])(=[O:22])[Cl:23].[CH3:24][CH2:25][O:26][C:27](=[O:28])[CH3:29].[c:1]1([CH3:17])[cH:2][cH:3][c:4](-[c:7]2[n:8][c:9]3[c:10]([nH:11]2)[cH:12][cH:13][c:14]([NH2:16])[cH:15]3)[cH:5][cH:6]1.[cH:30]1[cH:31][cH:32][n:33][cH:34][cH:35]1>>[c:1]1([CH3:17])[cH:2][cH:3][c:4](-[c:7]2[n:8][c:9]3[c:10]([nH:11]2)[cH:12][cH:13][c:14]([NH:16][C:18]([CH2:19][CH2:20][CH3:21])=[O:22])[cH:15]3)[cH:5][cH:6]1. The reactants are C1(CCC1)[C@@H](CN1CC(C1)O)NC ((S)-1-(2-cyclobutyl-2-(methylamino)ethyl)azetidin-3-ol), CCN(C(C)C)C(C)C (DIPEA), ClC1=C(C(=O)O)C=CC(=C1)F (2-chloro-4-fluorobenzoic acid), CN(C)C(=[N+](C)C)ON1C2=C(C=CC=C2)N=N1.[B-](F)(F)(F)F (TBTU). Run in C(Cl)Cl (DCM), C(Cl)Cl (DCM). Run at time 5 minute. The product is ClC1=C(C(=O)N(C)[C@H](CN2CC(C2)O)C2CCC2)C=CC(=C1)F ((S)-2-chloro-N-(1-cyclobutyl-2-(3-hydroxyazetidin-1-yl)ethyl)-4-fluoro-N-methylbenzamide). Yield: 51.1%. RXN SMILES: CCN(C(C)C)C(C)C.[Cl:10][C:11]1[CH:19]=[C:18]([F:20])[CH:17]=[CH:16][C:12]=1[C:13]([OH:15])=O.CN(C(ON1N=NC2C=CC=CC1=2)=[N+](C)C)C.[B-](F)(F)(F)F.[CH:43]1([C@H:47]([NH:54][CH3:55])[CH2:48][N:49]2[CH2:52][CH:51]([OH:53])[CH2:50]2)[CH2:46][CH2:45][CH2:44]1>C(Cl)Cl>[Cl:10][C:11]1[CH:19]=[C:18]([F:20])[CH:17]=[CH:16][C:12]=1[C:13]([N:54]([C@@H:47]([CH:43]1[CH2:46][CH2:45][CH2:44]1)[CH2:48][N:49]1[CH2:50][CH:51]([OH:53])[CH2:52]1)[CH3:55])=[O:15] |f:2.3|. Procedure details: DIPEA (0.183 mL, 1.05 mmol) was added to a stirred suspension of 2-chloro-4-fluorobenzoic acid (55 mg, 0.31 mmol) and TBTU (0.101 g, 0.31 mmol) in DCM (1 mL) at rt. The suspension was stirred for 5 min before it was cooled on an ice-bath. A solution of (S)-1-(2-cyclobutyl-2-(methylamino)ethyl)azetidin-3-ol (Compound Z2.1) (0.07 g, 0.35 mmol) in DCM (1 mL) was added over 3 min. The ice-bath was removed and the reaction was stirred at rt for 2 h. The reaction mixture was washed with NaHCO3 (8% aq.... Starting materials: C1(=CC=CC=C1)[C@H](C)NC1=CN=CC(=N1)N1C=NC2=C1C=CC(=C2)N (1-(6-{[(1S)-1-phenylethyl]amino}pyrazin-2-yl)-1H-benzimidazol-5-amine), Cl.C(C1=CN=CC=C1)(=O)Cl (nicotinoyl chloride hydrochloride). Yields the product C1(=CC=CC=C1)[C@H](C)NC1=CN=CC(=N1)N1C=NC2=C1C=CC(=C2)NC(C2=CN=CC=C2)=O (N-[1-(6-{[(1S)-1-phenylethyl]amino}pyrazin-2-yl)-1H-benzimidazol-5-yl]nicotinamide). Yield: 39.0%. As a reaction SMILES: [C:1]1([C@@H:7]([NH:9][C:10]2[N:15]=[C:14]([N:16]3[C:20]4[CH:21]=[CH:22][C:23]([NH2:25])=[CH:24][C:19]=4[N:18]=[CH:17]3)[CH:13]=[N:12][CH:11]=2)[CH3:8])[CH:6]=[CH:5][CH:4]=[CH:3][CH:2]=1.Cl.[C:27](Cl)(=[O:34])[C:28]1[CH:33]=[CH:32][CH:31]=[N:30][CH:29]=1>>[C:1]1([C@@H:7]([NH:9][C:10]2[N:15]=[C:14]([N:16]3[C:20]4[CH:21]=[CH:22][C:23]([NH:25][C:27](=[O:34])[C:28]5[CH:33]=[CH:32][CH:31]=[N:30][CH:29]=5)=[CH:24][C:19]=4[N:18]=[CH:17]3)[CH:13]=[N:12][CH:11]=2)[CH3:8])[CH:6]=[CH:5][CH:4]=[CH:3][CH:2]=1 |f:1.2|. Reported procedure: In a procedure analogous to example 32, reaction of 1-(6-{[(1S)-1-phenylethyl]amino}pyrazin-2-yl)-1H-benzimidazol-5-amine (33 mg, 0.10 mmol) and nicotinoyl chloride hydrochloride (20 mg, 0.11 mmol) furnished the product (17 mg, 39%) after chromatography.